Dataset: the Open Reaction Database (ORD), a public repository of structured organic reaction records. Task: describe an organic reaction: reactants, conditions, products, and yield Reactants: N1CCC(CC1)C1=NN=C(O1)C=1C(=NC=C(C1)C1=CC=C(C=C1)C)N (3-(5-piperidin-4-yl-[1,3,4]oxadiazol-2-yl)-5-p-tolyl-pyridin-2-ylamine), [H-].[Na+] (NaH), ice water, CI (MeI). The solvent is C1CCOC1 (THF). Conditions: temperature 0 celsius, time 1 hour. The product is CN1CCC(CC1)C1=NN=C(O1)C=1C(=NC=C(C1)C1=CC=C(C=C1)C)N (3-[5-(1-Methyl-piperidin-4-yl)-[1,3,4]oxadiazol-2-yl]-5-p-tolyl-pyridin-2-ylamine). RXN SMILES: [NH:1]1[CH2:6][CH2:5][CH:4]([C:7]2[O:11][C:10]([C:12]3[C:13]([NH2:25])=[N:14][CH:15]=[C:16]([C:18]4[CH:23]=[CH:22][C:21]([CH3:24])=[CH:20][CH:19]=4)[CH:17]=3)=[N:9][N:8]=2)[CH2:3][CH2:2]1.[H-].[Na+].[CH3:28]I>C1COCC1>[CH3:28][N:1]1[CH2:6][CH2:5][CH:4]([C:7]2[O:11][C:10]([C:12]3[C:13]([NH2:25])=[N:14][CH:15]=[C:16]([C:18]4[CH:23]=[CH:22][C:21]([CH3:24])=[CH:20][CH:19]=4)[CH:17]=3)=[N:9][N:8]=2)[CH2:3][CH2:2]1 |f:1.2|. Reported procedure: To a solution of 3-(5-piperidin-4-yl-[1,3,4]oxadiazol-2-yl)-5-p-tolyl-pyridin-2-ylamine (250 mg, 0.746 mmol) in THF (25 mL) was added NaH (55%) (48.8 mg, 1.119 mmol) at 0° C. The reaction mixture was stirred at 0° C. for 1 h. Then MeI (95 mg, 0.671 mmol) was added at 0° C., and the reaction mixture was stirred at 0° C. for a further 3 h. The reaction mixture was then poured into ice-water (30 mL) and extracted with ethyl acetate (3×20 mL). The organic layer was washed with brine, dried over anhy... Starting materials: O=C([O-])[O-], Cn1ncnc1CCl, [Cs+], [Cs+], CN(C)C=O, O, O=c1[nH]c2c(-c3ccccc3)nncc2cc1-c1ccccc1. The product is Cn1ncnc1COc1nc2c(-c3ccccc3)nncc2cc1-c1ccccc1. As a reaction SMILES: [C:24](=[O:25])([O-:26])[O-:27].[Cl:30][CH2:31][c:32]1[n:33]([CH3:37])[n:34][cH:35][n:36]1.[Cs+:28].[Cs+:29].[O:39]=[CH:40][N:41]([CH3:42])[CH3:43].[OH2:38].[c:1]1(-[c:7]2[cH:8][c:9]3[c:10]([c:11](-[c:15]4[cH:16][cH:17][cH:18][cH:19][cH:20]4)[n:12][n:13][cH:14]3)[nH:21][c:22]2=[O:23])[cH:2][cH:3][cH:4][cH:5][cH:6]1>>[c:1]1(-[c:7]2[cH:8][c:9]3[c:10]([c:11](-[c:15]4[cH:16][cH:17][cH:18][cH:19][cH:20]4)[n:12][n:13][cH:14]3)[n:21][c:22]2[O:23][CH2:31][c:32]2[n:33]([CH3:37])[n:34][cH:35][n:36]2)[cH:2][cH:3][cH:4][cH:5][cH:6]1.